describe an organic reaction: reactants, conditions, products, and yield From a dataset of the Open Reaction Database (ORD), a public repository of structured organic reaction records. The reactants are Br, Cc1c(C(O)CN(CCO)Cc2ccccc2)nn(-c2ccccc2Cl)c1-c1ccc(Cl)cc1. Product: Cc1c(C2CN(Cc3ccccc3)CCO2)nn(-c2ccccc2Cl)c1-c1ccc(Cl)cc1. Reaction SMILES: [BrH:35].[CH2:1]([c:2]1[cH:3][cH:4][cH:5][cH:6][cH:7]1)[N:8]([CH2:9][CH:10]([OH:11])[c:12]1[n:13][n:14](-[c:25]2[c:26]([Cl:31])[cH:27][cH:28][cH:29][cH:30]2)[c:15](-[c:18]2[cH:19][cH:20][c:21]([Cl:24])[cH:22][cH:23]2)[c:16]1[CH3:17])[CH2:32][CH2:33][OH:34]>>[CH2:1]([c:2]1[cH:3][cH:4][cH:5][cH:6][cH:7]1)[N:8]1[CH2:9][CH:10]([c:12]2[n:13][n:14](-[c:25]3[c:26]([Cl:31])[cH:27][cH:28][cH:29][cH:30]3)[c:15](-[c:18]3[cH:19][cH:20][c:21]([Cl:24])[cH:22][cH:23]3)[c:16]2[CH3:17])[O:34][CH2:33][CH2:32]1.